From a dataset of the Open Reaction Database (ORD), a public repository of structured organic reaction records. describe an organic reaction: reactants, conditions, products, and yield Starting materials: ClC=1C=C(C=CC1)C([C@H]1CN(CCC1)C(=O)OC(C)(C)C)O ((3R)-tert-butyl 3-((3-chlorophenyl)(hydroxy)methyl)piperidine-1-carboxylate), BrCC(=O)OCC (ethyl bromoacetate), [NH4+].[Cl-] (NH4Cl), [H-].[Na+] (NaH). The solvent is CN(C)C=O (DMF), CN(C)C=O (DMF), CN(C)C=O (DMF). Reaction conditions: time 1 hour. The product is ClC=1C=C(C=CC1)C([C@H]1CN(CCC1)C(=O)OC(C)(C)C)OCC(=O)OCC ((3R)-tert-butyl 3-((3-chlorophenyl)(2-ethoxy-2-oxoethoxy)methyl)piperidine-1-carboxylate). Isolated yield 40.0%. Reaction SMILES: [H-].[Na+].[Cl:3][C:4]1[CH:5]=[C:6]([CH:10]([OH:24])[C@@H:11]2[CH2:16][CH2:15][CH2:14][N:13]([C:17]([O:19][C:20]([CH3:23])([CH3:22])[CH3:21])=[O:18])[CH2:12]2)[CH:7]=[CH:8][CH:9]=1.Br[CH2:26][C:27]([O:29][CH2:30][CH3:31])=[O:28].[NH4+].[Cl-]>CN(C=O)C>[Cl:3][C:4]1[CH:5]=[C:6]([CH:10]([O:24][CH2:26][C:27]([O:29][CH2:30][CH3:31])=[O:28])[C@@H:11]2[CH2:16][CH2:15][CH2:14][N:13]([C:17]([O:19][C:20]([CH3:21])([CH3:23])[CH3:22])=[O:18])[CH2:12]2)[CH:7]=[CH:8][CH:9]=1 |f:0.1,4.5|. Procedure: To a suspension of NaH (0.608 g, 15.2 mmol) in DMF (60 mL) at 0-5° C. was added dropwise with a solution of (3R)-tert-butyl 3-((3-chlorophenyl)(hydroxy)methyl)piperidine-1-carboxylate (4.35 g, 12.68 mmol) in DMF (30 mL). The mixture was stirred for 1 h at rt. A solution of ethyl bromoacetate (2.52 g, 15.2 mmol) in DMF (30 mL) was added dropwise and the mixture was heated to reflux for 3 h. When the reaction was complete, the mixture was poured into satd aq NH4Cl, and extracted with EtOAc (3×100 ... Reactants: ClC1=CC=C(CC2=C(N(C3=CC=C(C=C23)O)CCC)C)C=C1 (3-(4-chlorobenzyl)-2-methyl-1-propyl-1H-indole-5-ol), C(C)OC(C(C)(C)Br)=O (2-bromo-2-methyl-propanoic acid ethylester). Yields the product C(C)OC(C(C)(C)OC=1C=C2C(=C(N(C2=CC1)CCC)C)CC1=CC=C(C=C1)Cl)=O (2-[3-(4-Chlorobenzyl)-2-methyl-1-propyl-1H-indole-5-yloxy]-2-methyl-propanoic acid ethylester). Reaction SMILES: [Cl:1][C:2]1[CH:22]=[CH:21][C:5]([CH2:6][C:7]2[C:15]3[C:10](=[CH:11][CH:12]=[C:13]([OH:16])[CH:14]=3)[N:9]([CH2:17][CH2:18][CH3:19])[C:8]=2[CH3:20])=[CH:4][CH:3]=1.[CH2:23]([O:25][C:26](=[O:31])[C:27](Br)([CH3:29])[CH3:28])[CH3:24]>>[CH2:23]([O:25][C:26](=[O:31])[C:27]([O:16][C:13]1[CH:14]=[C:15]2[C:10](=[CH:11][CH:12]=1)[N:9]([CH2:17][CH2:18][CH3:19])[C:8]([CH3:20])=[C:7]2[CH2:6][C:5]1[CH:21]=[CH:22][C:2]([Cl:1])=[CH:3][CH:4]=1)([CH3:29])[CH3:28])[CH3:24]. Procedure details: In accordance with a procedure analogous to that of Example 10, the above compound was prepared from 3-(4-chlorobenzyl)-2-methyl-1-propyl-1H-indole-5-ol and 2-bromo-2-methyl-propanoic acid ethylester.